From a dataset of the Open Reaction Database (ORD), a public repository of structured organic reaction records. describe an organic reaction: reactants, conditions, products, and yield The reactants are C(C)(=O)OC(C)=O (acetic anhydride), ClC=1C=CC2=C(C(=NCC=3N2C=C(N3)CO)C3=C(C=CC=C3)F)C1 (8-chloro-6-(2-fluorophenyl)-4H-imidazo[1,2-a][1,4]benzodiazepine-2-methanol). Run in N1=CC=CC=C1 (pyridine). Conditions: time 70 hour. Yields the product C(C)(=O)OCC=1N=C2N(C3=C(C(=NC2)C2=C(C=CC=C2)F)C=C(C=C3)Cl)C1 (2-acetoxymethyl-8-chloro-6-(2-fluorophenyl)-4H-imidazo [1,2-a][1,4]benzodiazepine). As a reaction SMILES: [C:1]([O:4][C:5](=[O:7])[CH3:6])(=O)[CH3:2].[Cl:8][C:9]1[CH:10]=[CH:11][C:12]2[N:18]3[CH:19]=C(CO)[N:21]=[C:17]3[CH2:16][N:15]=[C:14]([C:24]3[CH:29]=[CH:28][CH:27]=[CH:26][C:25]=3[F:30])[C:13]=2[CH:31]=1>N1C=CC=CC=1>[C:5]([O:4][CH2:1][C:2]1[N:21]=[C:17]2[CH2:16][N:15]=[C:14]([C:24]3[CH:29]=[CH:28][CH:27]=[CH:26][C:25]=3[F:30])[C:13]3[CH:31]=[C:9]([Cl:8])[CH:10]=[CH:11][C:12]=3[N:18]2[CH:19]=1)(=[O:7])[CH3:6]. Reported procedure: 0.96 ml of acetic anhydride was added dropwise to a solution of 1.36 g of 8-chloro-6-(2-fluorophenyl)-4H-imidazo[1,2-a][1,4]benzodiazepine-2-methanol in 30 ml of pyridine. The reaction mixture was stirred at room temperature for 70 h. and then evaporated in a vacuum. The residue was treated with saturated aqueous sodium hydrogen carbonate solution and this was extracted twice with dichloromethane. The dichloromethane extracts were dried over sodium sulphate and the solution was chromatographed o... The reactants are [BH4-], CC#N, C=CCOC(=O)N1C(C)CCC1C(=O)NC(C)C, [Na+], c1ccc(P(c2ccccc2)(c2ccccc2)[Pd](P(c2ccccc2)(c2ccccc2)c2ccccc2)(P(c2ccccc2)(c2ccccc2)c2ccccc2)P(c2ccccc2)(c2ccccc2)c2ccccc2)cc1. Yields the product CC(C)NC(=O)C1CCC(C)N1. RXN SMILES: [BH4-:19].[CH3:21][C:22]#[N:23].[CH:1]([CH3:2])([CH3:3])[NH:4][C:5](=[O:6])[CH:7]1[N:8]([C:13]([O:14][CH2:15][CH:16]=[CH2:17])=[O:18])[CH:9]([CH3:12])[CH2:10][CH2:11]1.[Na+:20].[cH:24]1[cH:25][cH:26][c:27]([P:28]([Pd:29]([P:30]([c:31]2[cH:32][cH:33][cH:34][cH:35][cH:36]2)([c:37]2[cH:38][cH:39][cH:40][cH:41][cH:42]2)[c:43]2[cH:44][cH:45][cH:46][cH:47][cH:48]2)([P:49]([c:50]2[cH:51][cH:52][cH:53][cH:54][cH:55]2)([c:56]2[cH:57][cH:58][cH:59][cH:60][cH:61]2)[c:62]2[cH:63][cH:64][cH:65][cH:66][cH:67]2)[P:68]([c:69]2[cH:70][cH:71][cH:72][cH:73][cH:74]2)([c:75]2[cH:76][cH:77][cH:78][cH:79][cH:80]2)[c:81]2[cH:82][cH:83][cH:84][cH:85][cH:86]2)([c:87]2[cH:88][cH:89][cH:90][cH:91][cH:92]2)[c:93]2[cH:94][cH:95][cH:96][cH:97][cH:98]2)[cH:99][cH:100]1>>[CH:1]([CH3:2])([CH3:3])[NH:4][C:5](=[O:6])[CH:7]1[NH:8][CH:9]([CH3:12])[CH2:10][CH2:11]1. The product is C[n+]1ccccc1C1=NC(C)(C)Oc2ccc(C#N)cc21, [I-]. Reaction SMILES: [C:3](#[N:4])[c:5]1[cH:6][cH:7][c:8]2[c:9]([cH:22]1)[C:10]([c:16]1[n:17][cH:18][cH:19][cH:20][cH:21]1)=[N:11][C:12]([CH3:14])([CH3:15])[O:13]2.[CH3:1][I:2].[CH3:23][C:24]#[N:25]>>[CH3:1][n+:17]1[c:16]([C:10]2=[N:11][C:12]([CH3:14])([CH3:15])[O:13][c:8]3[cH:7][cH:6][c:5]([C:3]#[N:4])[cH:22][c:9]32)[cH:21][cH:20][cH:19][cH:18]1.[I-:2]. The reactants are CC1(C)N=C(c2ccccn2)c2cc(C#N)ccc2O1, CI, CC#N. The reactants are CC(C)(C)OC(=O)N1CC(N=[N+]=[N-])CC1C(C)(C)O[SiH2]C(C)(C)C, CCOC(C)=O. The product is CC(C)(C)OC(=O)N1CC(N)CC1C(C)(C)O[SiH2]C(C)(C)C. Reaction SMILES: [C:1]([CH3:2])([CH3:3])([CH3:4])[O:5][C:6](=[O:7])[N:8]1[CH:9]([C:16]([O:17][SiH2:18][C:19]([CH3:20])([CH3:21])[CH3:22])([CH3:23])[CH3:24])[CH2:10][CH:11]([N:13]=[N+:14]=[N-:15])[CH2:12]1.[CH3:25][CH2:26][O:27][C:28](=[O:29])[CH3:30]>>[C:1]([CH3:2])([CH3:3])([CH3:4])[O:5][C:6](=[O:7])[N:8]1[CH:9]([C:16]([O:17][SiH2:18][C:19]([CH3:20])([CH3:21])[CH3:22])([CH3:23])[CH3:24])[CH2:10][CH:11]([NH2:13])[CH2:12]1. Starting materials: COCCOC, CCOC(=O)c1c(S(C)(=O)=O)n(C2CC2)c2c(OC)c(N3CCC(C(C)N)C3)c(F)cc2c1=O, [Na+], O, O, [SH-]. Yields the product CCOC(=O)c1c(S)n(C2CC2)c2c(OC)c(N3CCC(C(C)N)C3)c(F)cc2c1=O. As a reaction SMILES: [CH3:38][O:39][CH2:40][CH2:41][O:42][CH3:43].[NH2:1][CH:2]([CH3:3])[CH:4]1[CH2:5][N:6]([c:9]2[c:10]([F:34])[cH:11][c:12]3[c:13](=[O:33])[c:14]([C:28](=[O:29])[O:30][CH2:31][CH3:32])[c:15]([S:24]([CH3:25])(=[O:26])=[O:27])[n:16]([CH:21]4[CH2:22][CH2:23]4)[c:17]3[c:18]2[O:19][CH3:20])[CH2:7][CH2:8]1.[Na+:37].[OH2:35].[OH2:44].[SH-:36]>>[NH2:1][CH:2]([CH3:3])[CH:4]1[CH2:5][N:6]([c:9]2[c:10]([F:34])[cH:11][c:12]3[c:13](=[O:33])[c:14]([C:28](=[O:29])[O:30][CH2:31][CH3:32])[c:15]([SH:24])[n:16]([CH:21]4[CH2:22][CH2:23]4)[c:17]3[c:18]2[O:19][CH3:20])[CH2:7][CH2:8]1. The reactants are O=Cc1csc(Br)n1, C1COCCN1, CCOC(C)=O, CCCCCC, CCOC(C)=O, C1COCCO1. RXN SMILES: [Br:1][c:2]1[s:3][cH:4][c:5]([CH:7]=[O:8])[n:6]1.[CH2:9]1[CH2:10][O:11][CH2:12][CH2:13][NH:14]1.[CH3:15][CH2:16][O:17][C:18]([CH3:19])=[O:20].[CH3:21][CH2:22][CH2:23][CH2:24][CH2:25][CH3:26].[CH3:27][CH2:28][O:29][C:30]([CH3:31])=[O:32].[O:33]1[CH2:34][CH2:35][O:36][CH2:37][CH2:38]1>>[c:2]1([N:14]2[CH2:9][CH2:10][O:11][CH2:12][CH2:13]2)[s:3][cH:4][c:5]([CH:7]=[O:8])[n:6]1. The product is O=Cc1csc(N2CCOCC2)n1. Starting materials: COC=1C=C(C=CC1)O (3-methoxyphenol), C([O-])([O-])=O.[K+].[K+] (potassium carbonate), FC1=C(C=C(C(=C1)N1C(N(C(=CC1=O)C(F)(F)F)C)=O)F)[N+](=O)[O-] (2,5 difluoro-4-[3-methyl-2,6-dioxo-4-(trifluoromethyl)-1,2,3,6-tetrahydropyrimidin-1-yl]nitrobenzene), Cl (hydrochloric acid), ice water. Solvent: CN(C=O)C (N,N-dimethylformamide). Conditions: temperature 65 celsius, time 2 hour. The product is FC=1C(=CC(=C(C1)[N+](=O)[O-])OC1=CC(=CC=C1)OC)N1C(N(C(=CC1=O)C(F)(F)F)C)=O (5-fluoro-2-(3-methoxyphenoxy)-4-[3-methyl-2,6-dioxo-4-(trifluoromethyl)-1,2,3,6-tetrahydropyrimidin-1-yl]nitrobenzene). Yield: 32.2%. RXN SMILES: [CH3:1][O:2][C:3]1[CH:4]=[C:5]([OH:9])[CH:6]=[CH:7][CH:8]=1.C(=O)([O-])[O-].[K+].[K+].F[C:17]1[CH:22]=[C:21]([N:23]2[C:28](=[O:29])[CH:27]=[C:26]([C:30]([F:33])([F:32])[F:31])[N:25]([CH3:34])[C:24]2=[O:35])[C:20]([F:36])=[CH:19][C:18]=1[N+:37]([O-:39])=[O:38].Cl>CN(C)C=O>[F:36][C:20]1[C:21]([N:23]2[C:28](=[O:29])[CH:27]=[C:26]([C:30]([F:32])([F:31])[F:33])[N:25]([CH3:34])[C:24]2=[O:35])=[CH:22][C:17]([O:9][C:5]2[CH:6]=[CH:7][CH:8]=[C:3]([O:2][CH3:1])[CH:4]=2)=[C:18]([N+:37]([O-:39])=[O:38])[CH:19]=1 |f:1.2.3|. Procedure details: The mixture of 3.53 g of 3-methoxyphenol, 5.12 g of anhydrous potassium carbonate, 10 g of 2,5-difluoro-4-[3-methyl-2,6-dioxo-4-(trifluoromethyl)-1,2,3,6-tetrahydropyrimidin-1-yl]nitrobenzen (described above, produced in Intermediate Production Example 4) and 40 ml of N,N-dimethylformamide was stirred at 60 to 70° C. for 2 hours. The reaction mixture was poured into the mixture of aqueous hydrochloric acid solution and ice water and extracted with ethyl acetate. The organic layer was washed with...